Dataset: the Open Reaction Database (ORD), a public repository of structured organic reaction records. Task: describe an organic reaction: reactants, conditions, products, and yield Starting materials: [N+](=O)([O-])C=1C=CC2=C(N=C(S2)C=2C=NC=CC2)C1 (5-Nitro-2-(3-pyridinyl)benzothiazole), Cl[Sn]Cl (SnCl2). Run in Cl (HCl), Cl (HCl). The product is NC=1C=CC2=C(N=C(S2)C=2C=NC=CC2)C1 (5-Amino-2-(3-pyridinyl)benzothiazole). Yield: 80.0%. As a reaction SMILES: [N+:1]([C:4]1[CH:5]=[CH:6][C:7]2[S:11][C:10]([C:12]3[CH:13]=[N:14][CH:15]=[CH:16][CH:17]=3)=[N:9][C:8]=2[CH:18]=1)([O-])=O.Cl[Sn]Cl>Cl>[NH2:1][C:4]1[CH:5]=[CH:6][C:7]2[S:11][C:10]([C:12]3[CH:13]=[N:14][CH:15]=[CH:16][CH:17]=3)=[N:9][C:8]=2[CH:18]=1. Reported procedure: 5-Nitro-2-(3-pyridinyl)benzothiazole 11.2 g, 0.044 mole, is dissolved in 45 cc of concentrated HCl. SnCl2, 35 g, in 45 cc of concentrated HCl is added, and the resulting mixture heated for 1 hour on a steam bath. After cooling, the precipitate is filtered, washed in cold HCl and neutralized in cold NaOh solution. The amine is filtered, washed with H2O and dried to yield 8.0 g of product m.p. 189°-196°. Starting materials: CC1CN(CC(N1)C)C(=O)OC(C)(C)C (tert-butyl (3RS,5SR)-3,5-dimethylpiperazine-1-carboxylate), ClCC(=O)OCC (ethyl chloroacetate), C([O-])([O-])=O.[K+].[K+] (potassium carbonate), [I-].[K+] (potassium iodide). Solvent: C(C)#N (acetonitrile). The product is C(C)OC(CN1C(CN(CC1C)C(=O)OC(C)(C)C)C)=O (tert-Butyl (3RS,5SR)-4-(2-ethoxy-2-oxoethyl)-3,5-dimethylpiperazine-1-carboxylate). RXN SMILES: [CH3:1][CH:2]1[NH:7][CH:6]([CH3:8])[CH2:5][N:4]([C:9]([O:11][C:12]([CH3:15])([CH3:14])[CH3:13])=[O:10])[CH2:3]1.Cl[CH2:17][C:18]([O:20][CH2:21][CH3:22])=[O:19].C(=O)([O-])[O-].[K+].[K+].[I-].[K+]>C(#N)C>[CH2:21]([O:20][C:18](=[O:19])[CH2:17][N:7]1[CH:2]([CH3:1])[CH2:3][N:4]([C:9]([O:11][C:12]([CH3:13])([CH3:15])[CH3:14])=[O:10])[CH2:5][CH:6]1[CH3:8])[CH3:22] |f:2.3.4,5.6|. Procedure details: 2.0 g (9.33 mmol) of tert-butyl (3RS,5SR)-3,5-dimethylpiperazine-1-carboxylate (preparation: Helvetica Chimica Acta 1990, 73 (4), 839-855), 2.3 g (18.67 mmol) of ethyl chloroacetate, 3.9 g (28.00 mmol) of potassium carbonate and 0.5 g (2.80 mmol) of potassium iodide are stirred under reflux overnight in 80 ml of acetonitrile. For the work-up, some of the acetonitrile is removed on a rotary evaporator, and the residue is diluted with ethyl acetate, subsequently washed twice with water and once wi...